From a dataset of the Open Reaction Database (ORD), a public repository of structured organic reaction records. describe an organic reaction: reactants, conditions, products, and yield Starting materials: CNCCNC (N,N′-dimethylethylenediamine), CC=1C(=NC=C(C1)C)N1CCN(CC1)C(=O)C1=CC=C(C=C1)I ([4-(3,5-dimethylpyridin-2-yl)piperazin-1-yl](4-iodophenyl)methanone), C[C@H]1NS(CC1)(=O)=O ((R)-3-methylisothiazolidine 1,1-dioxide), C([O-])([O-])=O.[K+].[K+] (potassium carbonate). Reagents/catalysts: [Cu]I (copper(I) iodide). The solvent is C1(=CC=CC=C1)C (toluene), O (water). The product is CC=1C(=NC=C(C1)C)N1CCN(CC1)C(=O)C1=CC=C(C=C1)N1S(CC[C@H]1C)(=O)=O ((R)-[4-(3,5-dimethylpyridin-2-yl)piperazin-1-yl][4-(3-methyl-1,1-dioxo-1λ6-isothiazolidin-2-yl)phenyl]methanone). As a reaction SMILES: [CH3:1][C:2]1[C:3]([N:9]2[CH2:14][CH2:13][N:12]([C:15]([C:17]3[CH:22]=[CH:21][C:20](I)=[CH:19][CH:18]=3)=[O:16])[CH2:11][CH2:10]2)=[N:4][CH:5]=[C:6]([CH3:8])[CH:7]=1.[CH3:24][C@@H:25]1[CH2:29][CH2:28][S:27](=[O:31])(=[O:30])[NH:26]1.C(=O)([O-])[O-].[K+].[K+].CNCCNC>[Cu]I.O.C1(C)C=CC=CC=1>[CH3:1][C:2]1[C:3]([N:9]2[CH2:14][CH2:13][N:12]([C:15]([C:17]3[CH:22]=[CH:21][C:20]([N:26]4[C@H:25]([CH3:24])[CH2:29][CH2:28][S:27]4(=[O:31])=[O:30])=[CH:19][CH:18]=3)=[O:16])[CH2:11][CH2:10]2)=[N:4][CH:5]=[C:6]([CH3:8])[CH:7]=1 |f:2.3.4|. Procedure details: To a mixture of [4-(3,5-dimethylpyridin-2-yl)piperazin-1-yl](4-iodophenyl)methanone (848 mg) described in Preparation Example 113, (R)-3-methylisothiazolidine 1,1-dioxide (272 mg) described in Preparation Example 2, potassium carbonate (555 mg) and copper(I) iodide (192 mg) were added toluene (4 mL) and N,N′-dimethylethylenediamine (0.20 mL), and the mixture was stirred with heating under reflux for 8 hr. The reaction mixture was cooled, water was added, the mixture was extracted with chloroform...